From a dataset of the Open Reaction Database (ORD), a public repository of structured organic reaction records. describe an organic reaction: reactants, conditions, products, and yield The reactants are C1(=CC=CC=C1)C1CCNCC1 (4-phenylpiperidine), BrCCCC#N (4-bromobutyronitrile), C([O-])([O-])=O.[K+].[K+] (potassium carbonate), [I-].[K+] (potassium iodide). The solvent is C(CCC)O (n-butanol), O1CCOCC1 (1,4-dioxane). The product is C1(=CC=CC=C1)C1CCN(CC1)CCCC#N (4-(4-phenylpiperidin-1-yl)butyronitrile). The yield is 53.7%. RXN SMILES: [C:1]1([CH:7]2[CH2:12][CH2:11][NH:10][CH2:9][CH2:8]2)[CH:6]=[CH:5][CH:4]=[CH:3][CH:2]=1.Br[CH2:14][CH2:15][CH2:16][C:17]#[N:18].C(=O)([O-])[O-].[K+].[K+].[I-].[K+]>C(O)CCC.O1CCOCC1>[C:1]1([CH:7]2[CH2:8][CH2:9][N:10]([CH2:14][CH2:15][CH2:16][C:17]#[N:18])[CH2:11][CH2:12]2)[CH:6]=[CH:5][CH:4]=[CH:3][CH:2]=1 |f:2.3.4,5.6|. Procedure: A suspension of 4-phenylpiperidine (5.20 g, 32.2 mmol, 1.00 equiv), 4-bromobutyronitrile (4.81 mL, 48.4 mmol, 1.50 equiv), potassium carbonate (11.14 g, 80.6 mmol, 2.50 equiv), and potassium iodide (266 mg, 12.9 mmol, 0.4 equiv) in n-butanol (60 mL) and 1,4-dioxane (60 mL) was stirred at reflux under argon for 48 hours. The mixture was cooled to room temperature and concentrated. The residue was purified by flash chromatography (SiO2, MeOH—EtOAc 1:19) to afford 3.95 g of 4-(4-phenylpiperidin-1-y... Reported procedure: To a degassed mixture of 141 mg [6-Bromo-3-methyl-1-(tetrahydro-pyran-2-yl)-1H-pyrazolo[3,4-b]pyridin-4-yl]-methanol, 95 mg 4-(methoxymethoxy)phenylboronic acid and 65 mg potassium carbonate in DME/water (v/v=2/1, 2.3 mL) at r.t. and under Ar-atmosphere 6 mg palladium(0) bis(tri-tert-butylphosphine) was added and the mixture was stirred at 85° C. for 40 min in a microwave reactor. Then 6 mg palladium(0) bis(tri-tert-butylphosphine) and 95 mg 4-(methoxymethoxy)phenylboronic acid were added and th... Yield: 103.2%. Reaction conditions: temperature 85 celsius, time 40 minute. Reaction SMILES: Br[C:2]1[N:7]=[C:6]2[N:8]([CH:12]3[CH2:17][CH2:16][CH2:15][CH2:14][O:13]3)[N:9]=[C:10]([CH3:11])[C:5]2=[C:4]([CH2:18][OH:19])[CH:3]=1.[CH3:20][O:21][CH2:22][O:23][C:24]1[CH:29]=[CH:28][C:27](B(O)O)=[CH:26][CH:25]=1.C(=O)([O-])[O-].[K+].[K+].O>COCCOC.O.C(P(C(C)(C)C)C(C)(C)C)(C)(C)C.C(P(C(C)(C)C)C(C)(C)C)(C)(C)C.[Pd].C(OCC)(=O)C>[CH3:20][O:21][CH2:22][O:23][C:24]1[CH:29]=[CH:28][C:27]([C:2]2[N:7]=[C:6]3[N:8]([CH:12]4[CH2:17][CH2:16][CH2:15][CH2:14][O:13]4)[N:9]=[C:10]([CH3:11])[C:5]3=[C:4]([CH2:18][OH:19])[CH:3]=2)=[CH:26][CH:25]=1 |f:2.3.4,6.7,8.9.10|. The product is COCOC1=CC=C(C=C1)C1=CC(=C2C(=N1)N(N=C2C)C2OCCCC2)CO ([6-(4-Methoxymethoxy-phenyl)-3-methyl-1-(tetrahydro-pyran-2-yl)-1H-pyrazolo[3,4-b]pyridin-4-yl]-methanol). The reagents and catalysts are C(C)(C)(C)P(C(C)(C)C)C(C)(C)C.C(C)(C)(C)P(C(C)(C)C)C(C)(C)C.[Pd] (palladium(0) bis(tri-tert-butylphosphine)). Run in COCCOC.O (DME water), C(C)(=O)OCC (ethyl acetate). Reactants: COCOC1=CC=C(C=C1)B(O)O (4-(methoxymethoxy)phenylboronic acid), BrC1=CC(=C2C(=N1)N(N=C2C)C2OCCCC2)CO ([6-Bromo-3-methyl-1-(tetrahydro-pyran-2-yl)-1H-pyrazolo[3,4-b]pyridin-4-yl]-methanol), COCOC1=CC=C(C=C1)B(O)O (4-(methoxymethoxy)phenylboronic acid), C([O-])([O-])=O.[K+].[K+] (potassium carbonate), O (water). Starting materials: Cl (hydrochloric acid), C(=O)NC1=NC(=NC=C1)C(C(=O)OCC)=NOC (ethyl 2-(4-formamidopyrimidin-2-yl)-2-methoxyiminoacetate), aqueous solution, [OH-].[Na+] (sodium hydroxide). Run in C(C)O (ethanol). Run at time 3 hour. The product is NC1=NC(=NC=C1)C(C(=O)O)=NOC (2-(4-aminopyrimidin-2-yl)-2-methoxyiminoacetic acid). As a reaction SMILES: C([NH:3][C:4]1[CH:9]=[CH:8][N:7]=[C:6]([C:10](=[N:16][O:17][CH3:18])[C:11]([O:13]CC)=[O:12])[N:5]=1)=O.[OH-].[Na+].Cl>C(O)C>[NH2:3][C:4]1[CH:9]=[CH:8][N:7]=[C:6]([C:10](=[N:16][O:17][CH3:18])[C:11]([OH:13])=[O:12])[N:5]=1 |f:1.2|. Reported procedure: A mixture of ethyl 2-(4-formamidopyrimidin-2-yl)-2-methoxyiminoacetate (4.3 g.) and 10 N aqueous solution of sodium hydroxide (6.1 ml.) in ethanol (100 ml.) was stirred for 3 hours at ambient temperature. To the reaction mixture was gradually added concentrated hydrochloric acid with stirring, whereby said mixture was adjusted to pH 3. The precipitates were collected by filtration and washed successively with ethanol and diethyl ether and then dried to give white crystals of 2-(4-aminopyrimidin-... Conditions: temperature 0 celsius, time 3 hour. Reported procedure: To a solution of 1-tert-butyloxycarbonyl-1,2,3,4-tetrahydro-3,3-dimethyl-4-quinolinone (128 mg, 0.47 mmol) in methanol (2 mL) at 0° C. was added portionwise sodium borohydride (18 mg, 0.47 mmol) and the reaction mixture was stirred at 0° C. for 3 h. The reaction mixture was then quenched with sat'd NH4Cl (2 mL), extracted with ethyl acetate (2×5 mL), dried (Na2SO4) and concentrated. A solution of this crude material in ethyl acetate (3 mL) was hydrogenated under an atmosphere of hydrogen with 10... The product is C(C)(C)(C)OC(=O)N1CC(CC2=CC=CC=C12)(C)C (1-tert-butyloxycarbonyl-1,2,3,4-tetrahydro-3,3-dimethylquinoline). Solvent: CO (methanol). Isolated yield 81.4%. Reactants: C(C)(C)(C)OC(=O)N1CC(C(C2=CC=CC=C12)=O)(C)C (1-tert-butyloxycarbonyl-1,2,3,4-tetrahydro-3,3-dimethyl-4-quinolinone), [BH4-].[Na+] (sodium borohydride). RXN SMILES: [C:1]([O:5][C:6]([N:8]1[C:17]2[C:12](=[CH:13][CH:14]=[CH:15][CH:16]=2)[C:11](=O)[C:10]([CH3:20])([CH3:19])[CH2:9]1)=[O:7])([CH3:4])([CH3:3])[CH3:2].[BH4-].[Na+]>CO>[C:1]([O:5][C:6]([N:8]1[C:17]2[C:12](=[CH:13][CH:14]=[CH:15][CH:16]=2)[CH2:11][C:10]([CH3:20])([CH3:19])[CH2:9]1)=[O:7])([CH3:4])([CH3:2])[CH3:3] |f:1.2|. The reactants are CCOC(=O)c1ccc(OCCCN2C(=O)c3ccccc3C2=O)cc1, CCO, NN, O. Yields the product CCOC(=O)c1ccc(OCCCN)cc1. Reaction SMILES: [CH2:1]([CH3:2])[O:3][C:4]([c:5]1[cH:6][cH:7][c:8]([O:11][CH2:12][CH2:13][CH2:14][N:15]2[C:16](=[O:17])[c:18]3[c:19]([cH:20][cH:21][cH:22][cH:23]3)[C:24]2=[O:25])[cH:9][cH:10]1)=[O:26].[CH3:30][CH2:31][OH:32].[NH2:28][NH2:29].[OH2:27]>>[CH2:1]([CH3:2])[O:3][C:4]([c:5]1[cH:6][cH:7][c:8]([O:11][CH2:12][CH2:13][CH2:14][NH2:15])[cH:9][cH:10]1)=[O:26].